This data is from the Open Reaction Database (ORD), a public repository of structured organic reaction records. The task is: describe an organic reaction: reactants, conditions, products, and yield The reactants are [OH-].[Na+] (NaOH), O1C(=CC=C1)CS (2-furylmethylmercaptan), ClC1=C(C(=[N+](C=C1)[O-])C)C (4-chloro-2,3-dimethylpyridine N-oxide). The solvent is O (water), O1CCOCC1 (dioxane), O1CCOCC1 (dioxane). Reaction conditions: time 15 minute. The product is CC1=[N+](C=CC(=C1C)SCC=1OC=CC1)[O-] (2,3-Dimethyl-4-(2-furylmethylthio)pyridine N-oxide). RXN SMILES: [OH-].[Na+].[O:3]1[CH:7]=[CH:6][CH:5]=[C:4]1[CH2:8][SH:9].Cl[C:11]1[CH:16]=[CH:15][N+:14]([O-:17])=[C:13]([CH3:18])[C:12]=1[CH3:19]>O1CCOCC1.O>[CH3:18][C:13]1[C:12]([CH3:19])=[C:11]([S:9][CH2:8][C:4]2[O:3][CH:7]=[CH:6][CH:5]=2)[CH:16]=[CH:15][N+:14]=1[O-:17] |f:0.1|. Procedure: 6 g of (60%) NaOH are added in portions to 50 ml of dry dioxane, the mixture is stirred for 15 minutes, 11.7 g (0.11 mol) of 2-furylmethylmercaptan are metered in, in the course of 20 minutes, and the mixture is again stirred for 30 minutes until the evolution of gas has ceased. A solution of 14.4 g (0.1 mol) of 4-chloro-2,3-dimethylpyridine N-oxide in 100 ml of dioxane is subsequently added dropwise in the course of 20 minutes, the reaction mixture is stirred at RT for 1 h, subsequently at 70° ... Reactants: CC(=O)c1ccccc1NS(C)(=O)=O, CI, CCOC(C)=O, CN(C)C=O, [H-], [Na+], C1CCOC1. The product is CC(=O)c1ccccc1N(C)S(C)(=O)=O. RXN SMILES: [C:1]([CH3:2])(=[O:3])[c:4]1[c:5]([NH:6][S:7](=[O:8])(=[O:9])[CH3:10])[cH:11][cH:12][cH:13][cH:14]1.[CH3:17][I:18].[CH3:19][CH2:20][O:21][C:22](=[O:23])[CH3:24].[CH3:30][N:31]([CH3:32])[CH:33]=[O:34].[H-:15].[Na+:16].[O:25]1[CH2:26][CH2:27][CH2:28][CH2:29]1>>[C:1]([CH3:2])(=[O:3])[c:4]1[c:5]([N:6]([S:7](=[O:8])(=[O:9])[CH3:10])[CH3:19])[cH:11][cH:12][cH:13][cH:14]1. The reactants are IC1=CC2=C(C=C1)C1C(CN(CC1)C(=O)OC(C)(C)C)O2 (Tert-butyl 7-iodo-3,4,4a,9a-tetrahydro[1]benzofuro[2,3-c]pyridine-2(1H)-carboxylate), CC=1C=CC=2C=CC=3C=CC(=NC3C2N1)C (neocuproine), solution, CN (methylamine). The reagents and catalysts are [Cu]I (copper (I) iodide). Solvent: CN(C)C=O (DMF), C1CCOC1 (THF). Run at temperature 80 celsius, time 16 hour. Yields the product C(C)(C)(C)OC(=O)N1CC2C(CC1)C1=C(O2)C=C(C=C1)NC (7-Methylamino-3,4,4a,9a-tetrahydro-1H-benzo[4,5]furo[2,3-c]pyridine-2-carboxylic acid tert-butyl ester). As a reaction SMILES: I[C:2]1[CH:7]=[CH:6][C:5]2[CH:8]3[CH2:13][CH2:12][N:11]([C:14]([O:16][C:17]([CH3:20])([CH3:19])[CH3:18])=[O:15])[CH2:10][CH:9]3[O:21][C:4]=2[CH:3]=1.CC1C=CC2C=CC3C=C[C:32](C)=[N:33]C=3C=2N=1.CN>CN(C=O)C.C1COCC1.[Cu]I>[C:17]([O:16][C:14]([N:11]1[CH2:12][CH2:13][CH:8]2[C:5]3[CH:6]=[CH:7][C:2]([NH:33][CH3:32])=[CH:3][C:4]=3[O:21][CH:9]2[CH2:10]1)=[O:15])([CH3:20])([CH3:19])[CH3:18]. Procedure details: Anhydrous DMF was sparged with argon gas for 1 h before being used. Tert-butyl 7-iodo-3,4,4a,9a-tetrahydro[1]benzofuro[2,3-c]pyridine-2(1H)-carboxylate (1 g, 2.5 mmol) sodium tert-butoxide (723 mg, 7.5 mmol), neocuproine (52 mg, 0.25 mmol) and copper (I) iodide (290 mg, 1.5 mmol) were dissolved in anhydrous DMF (20 mL). To this mixture was added a 2M solution of methylamine in THF (6 mL) and the reaction shaken at 80° C. for 16 h. The solvent was evaporated and the residue dissolved in DCM and w... The solvent is CO (MeOH). As a reaction SMILES: [CH3:1][CH:2]([c:11]1[c:16]([C:17]([N:19]([CH2:21][c:22]2[n:26]([CH3:27])[n:25][c:24]([C:28]([CH3:31])([CH3:30])[CH3:29])[c:23]2Br)[CH3:20])=[O:18])[n:15][cH:14][cH:13][cH:12]1)[O:3][c:4]3[c:9]([NH2:10])[n:8][cH:7][c:6](I)[cH:5]3.CC1(C(C)(C)OB(B2OC(C)(C)C(C)(C)O2)O1)C>>[CH3:1][CH:2]1[c:11]([c:16]2[C:17](=[O:18])[N:19]([CH3:20])[CH2:21][c:22]3[c:23]([c:24]([C:28]([CH3:31])([CH3:30])[CH3:29])[n:25][n:26]3[CH3:27])[c:6]4[cH:5][c:4]([c:9]([NH2:10])[n:8][cH:7]4)[O:3]1)[cH:12][cH:13][cH:14][n:15]2. Run at temperature 100 celsius, time 18 hour. Reactants: C1(C(OB(O1)B1OC(C(O1)(C)C)(C)C)(C)C)(C)C, c1(c(ncc(c1)I)N)O[C@H](C)c1c(C(N(Cc2n(nc(c2Br)C(C)(C)C)C)C)=O)nccc1. Reagents/catalysts: c1ccc(cc1)-c2c3ccccc3cc4ccccc24 (9-Phenylanthracene), [OH-].[Na+]Â Â  (NaOH), O (water), c1(c2c(P(C3CCCCC3)C3CCCCC3)cccc2)c(OC(C)C)cccc1OC(C)C (RuPhos), C(O[Pd]OC(C)=O)(C)=O (Pd(OAc)2). Yields the product CC1Oc2cc(cnc2N)c3c(CN(C)C(=O)c4ncccc14)n(C)nc3C(C)(C)C. The reactants are Brc1cc2nccc(Nc3ccc4[nH]ccc4c3)c2s1, CS(C)=O, OB(O)c1ccc(F)cc1. Yields the product Fc1ccc(-c2cc3nccc(Nc4ccc5[nH]ccc5c4)c3s2)cc1. As a reaction SMILES: [Br:11][c:12]1[cH:13][c:14]2[n:15][cH:16][cH:17][c:18]([NH:21][c:22]3[cH:23][c:24]4[cH:25][cH:26][nH:27][c:28]4[cH:29][cH:30]3)[c:19]2[s:20]1.[CH3:31][S:32]([CH3:33])=[O:34].[F:1][c:2]1[cH:3][cH:4][c:5]([B:8]([OH:9])[OH:10])[cH:6][cH:7]1>>[F:1][c:2]1[cH:3][cH:4][c:5](-[c:12]2[cH:13][c:14]3[n:15][cH:16][cH:17][c:18]([NH:21][c:22]4[cH:23][c:24]5[cH:25][cH:26][nH:27][c:28]5[cH:29][cH:30]4)[c:19]3[s:20]2)[cH:6][cH:7]1. The reactants are CC1C=CC2=CC(C(C)(C)C)CC(O)C2C1(CCC1CC(C(C)(C)C)C(O[SiH](C)C)C(=O)O1)O[SiH](C)C, CCC(Oc1ccc(Cl)cc1)C(=O)O. The product is CCC(Oc1ccc(Cl)cc1)C(=O)OC1CC(C(C)(C)C)C=C2C=CC(C)C(CCC3CC(C(C)(C)C)C(O[SiH](C)C)C(=O)O3)(O[SiH](C)C)C21. As a reaction SMILES: [C:15]([CH3:16])([CH3:17])([CH3:18])[CH:19]1[CH:20]=[C:21]2[CH:22]=[CH:23][CH:24]([CH3:51])[C:25]([CH2:30][CH2:31][CH:32]3[CH2:33][CH:34]([C:43]([CH3:44])([CH3:45])[CH3:46])[CH:35]([O:39][SiH:40]([CH3:41])[CH3:42])[C:36](=[O:38])[O:37]3)([O:47][SiH:48]([CH3:49])[CH3:50])[CH:26]2[CH:27]([OH:29])[CH2:28]1.[Cl:1][c:2]1[cH:3][cH:4][c:5]([O:6][CH:7]([C:8](=[O:9])[OH:10])[CH2:11][CH3:12])[cH:13][cH:14]1>>[Cl:1][c:2]1[cH:3][cH:4][c:5]([O:6][CH:7]([C:8]([O:9][CH:27]2[CH:26]3[C:21](=[CH:20][CH:19]([C:15]([CH3:16])([CH3:17])[CH3:18])[CH2:28]2)[CH:22]=[CH:23][CH:24]([CH3:51])[C:25]3([CH2:30][CH2:31][CH:32]2[CH2:33][CH:34]([C:43]([CH3:44])([CH3:45])[CH3:46])[CH:35]([O:39][SiH:40]([CH3:41])[CH3:42])[C:36](=[O:38])[O:37]2)[O:47][SiH:48]([CH3:49])[CH3:50])=[O:10])[CH2:11][CH3:12])[cH:13][cH:14]1. As a reaction SMILES: [CH3:1][N:2]([CH3:15])[C:3]([C:5]1[CH:6]=[C:7]([CH:12]=[CH:13][CH:14]=1)[C:8](OC)=[O:9])=O.[H-].[Al+3].[Li+].[H-].[H-].[H-].O>O1CCCC1>[CH3:15][N:2]([CH2:3][C:5]1[CH:6]=[C:7]([CH2:8][OH:9])[CH:12]=[CH:13][CH:14]=1)[CH3:1] |f:1.2.3.4.5.6|. Solvent: O1CCCC1 (tetrahydrofuran), O1CCCC1 (tetrahydrofuran). Procedure: 3-(N,N-Dimethylamino carbonyl)benzoic acid, methyl ester (36 g) in dry tetrahydrofuran was added to lithium aluminium hydride (16.6 g) in dry tetrahydrofuran. The reaction mixture was heated at 60° for 3 hours, cooled and treated with water. The solvent was removed and the residue treated with dilute hydrochloric acid. The mixture was basified with sodium hydroxide and extracted with chloroform. The organic extracts were dried and distilled to give an oil (16 g) b.p. 95°-100° (0.1 mm). TLC silic... Starting materials: O (water), CN(C(=O)C=1C=C(C(=O)OC)C=CC1)C (3-(N,N-Dimethylamino carbonyl)benzoic acid, methyl ester), [H-].[Al+3].[Li+].[H-].[H-].[H-] (lithium aluminium hydride). Yield: 55.7%. Yields the product CN(C)CC=1C=C(C=CC1)CO (3-(N,N-Dimethylaminomethyl)benzenemethanol). Reactants: [BH4-], CCC1C(C)=NN=C(c2ccc(OC)c(OC)c2)c2cc(OC)c(OC)cc21, CC(=O)O, [Na+], O. The product is CCC1c2cc(OC)c(OC)cc2C(c2ccc(OC)c(OC)c2)=NNC1C. Reaction SMILES: [BH4-:29].[CH3:1][O:2][c:3]1[cH:4][c:5]([C:11]2=[N:12][N:13]=[C:14]([CH3:28])[CH:15]([CH2:26][CH3:27])[c:16]3[c:17]2[cH:18][c:19]([O:24][CH3:25])[c:20]([O:22][CH3:23])[cH:21]3)[cH:6][cH:7][c:8]1[O:9][CH3:10].[CH3:31][C:32](=[O:33])[OH:34].[Na+:30].[OH2:35]>>[CH3:1][O:2][c:3]1[cH:4][c:5]([C:11]2=[N:12][NH:13][CH:14]([CH3:28])[CH:15]([CH2:26][CH3:27])[c:16]3[c:17]2[cH:18][c:19]([O:24][CH3:25])[c:20]([O:22][CH3:23])[cH:21]3)[cH:6][cH:7][c:8]1[O:9][CH3:10]. The reactants are O (Water), OC1=CC=C(C=O)C=C1 (4-hydroxybenzaldehyde), FC(S(=O)(=O)OCC(F)(F)F)(F)F (2,2,2-trifluoroethyl trifluoromethanesulfonate), C(=O)([O-])[O-].[Cs+].[Cs+] (Cs2CO3). The solvent is CCOC(=O)C (AcOEt), CN(C)C=O (DMF). Reaction conditions: time 1 hour. The product is FC(COC1=CC=C(C=O)C=C1)(F)F (4-(2,2,2-trifluoroethoxy)benzaldehyde). Reaction SMILES: [OH:1][C:2]1[CH:9]=[CH:8][C:5]([CH:6]=[O:7])=[CH:4][CH:3]=1.FC(F)(F)S(O[CH2:16][C:17]([F:20])([F:19])[F:18])(=O)=O.C([O-])([O-])=O.[Cs+].[Cs+].O>CN(C=O)C.CCOC(C)=O>[F:18][C:17]([F:20])([F:19])[CH2:16][O:1][C:2]1[CH:9]=[CH:8][C:5]([CH:6]=[O:7])=[CH:4][CH:3]=1 |f:2.3.4|. Procedure details: A mixture of commercially available 4-hydroxybenzaldehyde (2.000 g; 16.40 mmol), 2,2,2-trifluoroethyl trifluoromethanesulfonate (4.561 g; 19.70 mmol), and Cs2CO3 (8.004 g; 24.60 mmol) in anh. DMF (30 ml) was stirred at rt, under nitrogen, for 1 h. Water and AcOEt were added and the organic layer was washed with water, dried over anh. MgSO4, filtered, and concentrated to dryness under reduced pressure affording 4-(2,2,2-trifluoroethoxy)benzaldehyde as a yellow oil. LC-MS (conditions A): tR=0.72 m...